From a dataset of the Open Reaction Database (ORD), a public repository of structured organic reaction records. describe an organic reaction: reactants, conditions, products, and yield Reactants: C(C1=CC=CC=C1)(=O)NC(=O)NC1CCC(C2=CC=CC=C12)=O (1-benzoyl-3-(1,2,3,4-tetrahydro-4-oxo- 1-naphthyl)urea), [OH-].[Na+] (sodium hydroxide). Yields the product O=C1CCC(C2=CC=CC=C12)NC(=O)N (1,2,3,4-Tetrahydro-4-oxo-1-naphthylurea). Isolated yield 72.7%. RXN SMILES: C([NH:9][C:10]([NH:12][CH:13]1[C:22]2[C:17](=[CH:18][CH:19]=[CH:20][CH:21]=2)[C:16](=[O:23])[CH2:15][CH2:14]1)=[O:11])(=O)C1C=CC=CC=1.[OH-].[Na+]>>[O:23]=[C:16]1[C:17]2[C:22](=[CH:21][CH:20]=[CH:19][CH:18]=2)[CH:13]([NH:12][C:10]([NH2:9])=[O:11])[CH2:14][CH2:15]1 |f:1.2|. Procedure: A mixture of 1-benzoyl-3-(1,2,3,4-tetrahydro-4-oxo- 1-naphthyl)urea (3.8 g) and aqueous sodium hydroxide (2N; 38 ml) is stirred and heated at reflux for 70 minutes. The mixture is then cooled in ice and the product is collected and washed with water to afford 1.83 g of the title compound, m.p. 212° to 215° C. Reactants: ClC1=CC=C(C=C1)S(=O)(=O)NCCCCCCC(C(=O)OCC)(C(=O)OCC)CCCCCC=1C=NC=CC1 (ethyl 8-(p-chlorophenyl-sulfonamido)-2-[5-(3-pyridyl)-pentyl]-2-(ethoxycarbonyl)-octanoate), C([O-])(O)=O.[Na+] (sodium bicarbonate), O (water). Solvent: Cl (HCl), C(C)(=O)O (acetic acid). Product: ClC1=CC=C(C=C1)S(=O)(=O)NCCCCCCC(C(=O)O)CCCCCC=1C=NC=CC1 (8-(p-chlorophenylsulfonamido)-2-[5-(3-pyridyl)pentyl]-octanoic acid). Reaction SMILES: [Cl:1][C:2]1[CH:7]=[CH:6][C:5]([S:8]([NH:11][CH2:12][CH2:13][CH2:14][CH2:15][CH2:16][CH2:17][C:18]([CH2:29][CH2:30][CH2:31][CH2:32][CH2:33][C:34]2[CH:35]=[N:36][CH:37]=[CH:38][CH:39]=2)(C(OCC)=O)[C:19]([O:21]CC)=[O:20])(=[O:10])=[O:9])=[CH:4][CH:3]=1.O.C(=O)(O)[O-].[Na+]>Cl.C(O)(=O)C>[Cl:1][C:2]1[CH:3]=[CH:4][C:5]([S:8]([NH:11][CH2:12][CH2:13][CH2:14][CH2:15][CH2:16][CH2:17][CH:18]([CH2:29][CH2:30][CH2:31][CH2:32][CH2:33][C:34]2[CH:35]=[N:36][CH:37]=[CH:38][CH:39]=2)[C:19]([OH:21])=[O:20])(=[O:9])=[O:10])=[CH:6][CH:7]=1 |f:2.3|. Procedure: A solution of 1.4 g of ethyl 8-(p-chlorophenyl-sulfonamido)-2-[5-(3-pyridyl)-pentyl]-2-(ethoxycarbonyl)-octanoate in 50 mL of 6N HCl and 10 mL of acetic acid is heated to reflux for 23 hours after which time it is evaporated to give an oil. This is treated with water, the solution is neutralized with solid sodium bicarbonate to a pH of 6.4 and extracted with ethyl acetate. The ethyl acetate extract is dried over magnesium sulfate, filtered and concentrated to give crude product which is first pu... Yields the product COc1ccc2ncc(F)c(CCCC3(C(=O)O)CCN(CCSc4cc(F)ccc4F)CC3)c2c1. Reaction SMILES: [CH3:47][OH:48].[F:1][c:2]1[c:3]([S:9][CH2:10][CH2:11][N:12]2[CH2:13][CH2:14][C:15]([C:18](=[O:19])[O:20][CH2:21][CH3:22])([CH2:23][CH2:24][CH2:25][c:26]3[c:27]([F:38])[cH:28][n:29][c:30]4[cH:31][cH:32][c:33]([O:36][CH3:37])[cH:34][c:35]34)[CH2:16][CH2:17]2)[cH:4][c:5]([F:8])[cH:6][cH:7]1.[Na+:40].[O:41]1[CH2:42][CH2:43][O:44][CH2:45][CH2:46]1.[OH-:39]>>[F:1][c:2]1[c:3]([S:9][CH2:10][CH2:11][N:12]2[CH2:13][CH2:14][C:15]([C:18](=[O:19])[OH:20])([CH2:23][CH2:24][CH2:25][c:26]3[c:27]([F:38])[cH:28][n:29][c:30]4[cH:31][cH:32][c:33]([O:36][CH3:37])[cH:34][c:35]34)[CH2:16][CH2:17]2)[cH:4][c:5]([F:8])[cH:6][cH:7]1. Starting materials: CO, CCOC(=O)C1(CCCc2c(F)cnc3ccc(OC)cc23)CCN(CCSc2cc(F)ccc2F)CC1, [Na+], C1COCCO1, [OH-]. Starting materials: C(C)(=O)OCC (ethyl acetate), CSC=1C(=C2C=CC=NC2=CC1)NC(C(CCCCCCCC)Br)=O (N-(6-methylthioquinolin-5-yl)-2-bromodecanamide), C(CCCCC)N (n-hexylamine). The solvent is CCCCCC (hexane). Conditions: time 1 hour. Yields the product CSC=1C(=C2C=CC=NC2=CC1)NC(C(CCCCCCCC)NCCCCCC)=O (N-(6-methylthioquinolin-5-yl)-2-hexylaminodecanamide). Isolated yield 88.0%. Reaction SMILES: [CH3:1][S:2][C:3]1[C:4]([NH:13][C:14](=[O:25])[CH:15](Br)[CH2:16][CH2:17][CH2:18][CH2:19][CH2:20][CH2:21][CH2:22][CH3:23])=[C:5]2[C:10](=[CH:11][CH:12]=1)[N:9]=[CH:8][CH:7]=[CH:6]2.[CH2:26]([NH2:32])[CH2:27][CH2:28][CH2:29][CH2:30][CH3:31].C(OCC)(=O)C>CCCCCC>[CH3:1][S:2][C:3]1[C:4]([NH:13][C:14](=[O:25])[CH:15]([NH:32][CH2:26][CH2:27][CH2:28][CH2:29][CH2:30][CH3:31])[CH2:16][CH2:17][CH2:18][CH2:19][CH2:20][CH2:21][CH2:22][CH3:23])=[C:5]2[C:10](=[CH:11][CH:12]=1)[N:9]=[CH:8][CH:7]=[CH:6]2. Procedure details: A mixture of N-(6-methylthioquinolin-5-yl)-2-bromodecanamide (200 mg, 0.47 mmol) and n-hexylamine (10 ml) was heated at 120 C. for 1 hour, cooled to room temperature, and chromatographed using 1:24:25/triethylamine:ethyl acetate: hexane as eluants to give the title compound as a pink oil (184 mg, 88% yield). The reactants are C(C)OC(=O)C1=C(OC(=C1C)C=O)C (2,4-Dimethyl-5-formylfuran-3-carboxylic acid ethyl ester), S(O)(=O)(=O)N (Amidosulfuric acid), Cl(=O)[O-].[Na+] (Sodium chlorite). Solvent: C(C)(=O)O (acetic acid), O (water), O (water). Conditions: temperature 0 celsius, time 2 hour. The product is CC1=C(OC(=C1C(=O)OCC)C)C(=O)O (3,5-Dimethyl-4-ethoxycarbonylfuran-2-carboxylic acid). Reaction SMILES: [CH2:1]([O:3][C:4]([C:6]1[C:10]([CH3:11])=[C:9]([CH:12]=[O:13])[O:8][C:7]=1[CH3:14])=[O:5])[CH3:2].S(N)(=O)(=O)[OH:16].Cl([O-])=O.[Na+]>C(O)(=O)C.O>[CH3:11][C:10]1[C:6]([C:4]([O:3][CH2:1][CH3:2])=[O:5])=[C:7]([CH3:14])[O:8][C:9]=1[C:12]([OH:16])=[O:13] |f:2.3|. Procedure details: 2,4-Dimethyl-5-formylfuran-3-carboxylic acid ethyl ester (1.78 g, 9.1 mmol) reported in the references was dissolved in a mixture of acetic acid (32 ml) and water (8 ml). Amidosulfuric acid (1.19 g, 12.2 mmol) was added to the solution, and cooled to 0° C. in an ice bath. Sodium chlorite was added and stirred for 2 hours, and after addition of water to reaction mixture, precipitate was collected by filtration, thereby giving 3,5-dimethyl-4-ethoxycarbonylfuran-2-carboxylic acid (1.01 g, 52%) as a... Reactants: FC1=C(C(=C(C(=C1OC(=O)C=1C=C2C(C(NC2=CC1)=O)=NNC1=CC=C(C=C1)S(N)(=O)=O)F)F)F)F (2-oxo-3[(4-sulfamoyl-phenyl)-hydrazono]-2,3-dihydro-1H-indole-5-carboxylic acid pentafluorophenyl ester), CNC (dimethylamine), N1=CC=CC=C1 (pyridine). The solvent is C(C)#N (acetonitrile), C(C)O (ethanol). Reaction conditions: time 8 hour. Product: CN(C(=O)C=1C=C2C(C(NC2=CC1)=O)=NNC1=CC=C(C=C1)S(N)(=O)=O)C (2-Oxo-3[(4-sulfamoyl-phenyl)-hydrazono]-2,3-dihydro-1H-indole-5-carboxylic acid dimethylamide). Isolated yield 53.0%. Reaction SMILES: FC1C([O:8][C:9]([C:11]2[CH:12]=[C:13]3[C:17](=[CH:18][CH:19]=2)[NH:16][C:15](=[O:20])[C:14]3=[N:21][NH:22][C:23]2[CH:28]=[CH:27][C:26]([S:29](=[O:32])(=[O:31])[NH2:30])=[CH:25][CH:24]=2)=O)=C(F)C(F)=C(F)C=1F.[CH3:37][NH:38][CH3:39].N1C=CC=CC=1>C(#N)C.C(O)C>[CH3:37][N:38]([CH3:39])[C:9]([C:11]1[CH:12]=[C:13]2[C:17](=[CH:18][CH:19]=1)[NH:16][C:15](=[O:20])[C:14]2=[N:21][NH:22][C:23]1[CH:28]=[CH:27][C:26]([S:29](=[O:32])(=[O:31])[NH2:30])=[CH:25][CH:24]=1)=[O:8]. Procedure: To 100 mg (0.190 mmol) 2-oxo-3[(4-sulfamoyl-phenyl)-hydrazono]-2,3-dihydro-1H-indole-5-carboxylic acid pentafluorophenyl ester in 5 mL acetonitrile was added 50 μL (5.6 M in ethanol, 0.28 mmol) of a solution of dimethylamine and 20 μL (0.25 mmol) of pyridine, and the reaction was stirred overnight. The solution was concentrated, and the resulting solid was triturated with EtOAc to give the title compound as a yellow solid (39 mg, 53%): mp>230° C.; 1H NMR (DMSO-d6): δ12.71 (s,1H), 11.22 (s,1H), 7... Reported procedure: A suspension of 63.18 g (0.39 mole) of 5,8-dihydro-1,4-naphthalenediol in 300 ml of absolute ethanol is heated briefly until solution is achieved. To this hot stirred solution is added alternately in five portions a solution of 40 g of sodium hydroxide in 100 ml of water, and 120 g of dimethyl sulfate. The heat evolved during the addition causes the solution to reflux. After the addition is complete a solution of 10 g of sodium hydroxide in 20 ml of water is added and the mixture is heated overn... Run at temperature 75 celsius. Starting materials: [OH-].[Na+] (sodium hydroxide), S(=O)(=O)(OC)OC (dimethyl sulfate), [OH-].[Na+] (sodium hydroxide), C1(=CC=C(C=2CC=CCC12)O)O (5,8-dihydro-1,4-naphthalenediol), C(C)O (ethanol). The solvent is O (water), O (water). Reaction SMILES: [C:1]1(O)[C:10]2[CH2:9][CH:8]=[CH:7][CH2:6][C:5]=2[C:4]([OH:11])=[CH:3][CH:2]=1.[OH-].[Na+].S([O:20][CH3:21])(OC)(=O)=O.[CH2:22](O)C>O>[CH3:22][O:11][C:4]1[C:5]2[CH2:6][CH:7]=[CH:8][CH2:9][C:10]=2[C:1]([O:20][CH3:21])=[CH:2][CH:3]=1 |f:1.2|. Yields the product COC1=CC=C(C=2CC=CCC12)OC (5,8-Dihydro-1,4-dimethoxynaphthalene). Reactants: C1(=CC=CC=C1)C=1SC=C(N1)C1=CC=NC=C1 (2-phenyl-4-(pyridin-4-yl)thiazole), C(=O)([O-])[O-].[Na+].[Na+] (Na2CO3), BrBr (Br2), C(=O)([O-])[O-].[Na+].[Na+] (Na2CO3), BrBr (Br2). The solvent is C(Cl)(Cl)Cl (CHCl3), C(Cl)(Cl)Cl (CHCl3). Reaction conditions: time 1 hour. Yields the product BrC1=C(N=C(S1)C1=CC=CC=C1)C1=CC=NC=C1 (5-bromo-2-phenyl-4-(pyridin-4-yl)thiazole). As a reaction SMILES: [C:1]1([C:7]2[S:8][CH:9]=[C:10]([C:12]3[CH:17]=[CH:16][N:15]=[CH:14][CH:13]=3)[N:11]=2)[CH:6]=[CH:5][CH:4]=[CH:3][CH:2]=1.C([O-])([O-])=O.[Na+].[Na+].[Br:24]Br>C(Cl)(Cl)Cl>[Br:24][C:9]1[S:8][C:7]([C:1]2[CH:2]=[CH:3][CH:4]=[CH:5][CH:6]=2)=[N:11][C:10]=1[C:12]1[CH:13]=[CH:14][N:15]=[CH:16][CH:17]=1 |f:1.2.3|. Procedure details: To the solution of 2-phenyl-4-(pyridin-4-yl)thiazole (70 mg, 0.3 mmol) in CHCl3 was added Na2CO3 (311 mg, 2.9 mmol) and Br2 (75 μL, 1.470 mmol) at rt. After 1 h, additional charges of Na2CO3 (1 g, 9.4 mmol) and Br2 (0.5 mL, 1 mmol) were added and the reaction maintained for another hour. The reaction was diluted with CHCl3 and filtered through a pad of Celite, washing the filter cake thoroughly with CHCl3. The combined filtrates were concentrated of provide 0.5-bromo-2-phenyl-4-(pyridin-4-yl)thi... Reactants: O=C(Cl)CC12CC3CC(CC(C3)C1)C2, Cc1c(N)cccc1O. The product is Cc1c(O)cccc1NC(=O)CC12CC3CC(CC(C3)C1)C2. RXN SMILES: [C:1]12([CH2:11][C:12](=[O:13])[Cl:14])[CH2:2][CH:3]3[CH2:4][CH:5]([CH2:6][CH:7]([CH2:8]1)[CH2:9]3)[CH2:10]2.[NH2:15][c:16]1[c:17]([CH3:23])[c:18]([OH:22])[cH:19][cH:20][cH:21]1>>[C:1]12([CH2:11][C:12](=[O:13])[NH:15][c:16]3[c:17]([CH3:23])[c:18]([OH:22])[cH:19][cH:20][cH:21]3)[CH2:2][CH:3]3[CH2:4][CH:5]([CH2:6][CH:7]([CH2:8]1)[CH2:9]3)[CH2:10]2. Reactants: C(C)C1C2SC(=C(N2C1=O)C(=O)OCC1=CC=C(C=C1)[N+](=O)[O-])SC(C)=O (4-nitrobenzyl 6-ethyl-7-oxo-3-acetylthio-4-thia-1-azabicyclo[3,2,0]hept-2-ene 2-carboxylate), N1C=NC=C1 (imidazole). The solvent is O1CCOCC1 (dioxan), O (water), C(CC(O)(C(=O)O)CC(=O)O)(=O)O (citric acid). Reaction conditions: time 10 minute. The product is C(C)C1C2SC(C(N2C1=O)C(=O)OCC1=CC=C(C=C1)[N+](=O)[O-])=S (4-Nitrobenzyl 6-ethyl-7-oxo-3-thioxo-4-thia-1-azabicyclo[3,2,0]heptane 2-carboxylate). RXN SMILES: [CH2:1]([CH:3]1[C:9](=[O:10])[N:8]2[CH:4]1[S:5][C:6]([S:24]C(=O)C)=[C:7]2[C:11]([O:13][CH2:14][C:15]1[CH:20]=[CH:19][C:18]([N+:21]([O-:23])=[O:22])=[CH:17][CH:16]=1)=[O:12])[CH3:2].N1C=CN=C1>O1CCOCC1.O.C(O)(=O)CC(CC(O)=O)(C(O)=O)O>[CH2:1]([CH:3]1[C:9](=[O:10])[N:8]2[CH:4]1[S:5][C:6](=[S:24])[CH:7]2[C:11]([O:13][CH2:14][C:15]1[CH:20]=[CH:19][C:18]([N+:21]([O-:23])=[O:22])=[CH:17][CH:16]=1)=[O:12])[CH3:2]. Reported procedure: To a stirred solution of 0.25 g of 4-nitrobenzyl 6-ethyl-7-oxo-3-acetylthio-4-thia-1-azabicyclo[3,2,0]hept-2-ene 2-carboxylate in 4 ml of dioxan and 0.5 ml of water was added, in one batch, 0.046 g of imidazole. After 10 minutes, the solution was diluted with 10 ml of 1M citric acid and extracted twice with dichloromethane. The combined organic extracts were washed with water, dried over magnesium sulphate, and evaporated in vacuo to give the title compound in a quantitative yield.